Task: describe an organic reaction: reactants, conditions, products, and yield. Dataset: the Open Reaction Database (ORD), a public repository of structured organic reaction records Starting materials: CNC(=S)N (N-methylthiourea), ClCC(C(C)C1=CC(=C(C=C1)C1=CC=CC=C1)F)=O (1-chloro-3-(2-fluoro-4-biphenylyl)-2-butanone). The solvent is O (water). Yields the product FC1=C(C=CC(=C1)C(C)C=1N=C(SC1)NC)C1=CC=CC=C1 (4-[1-(2-fluoro-4-biphenylyl)ethyl]-2-methylaminothiazole). The yield is 70.6%. Reaction SMILES: [CH3:1][NH:2][C:3]([NH2:5])=[S:4].Cl[CH2:7][C:8](=O)[CH:9]([C:11]1[CH:16]=[CH:15][C:14]([C:17]2[CH:22]=[CH:21][CH:20]=[CH:19][CH:18]=2)=[C:13]([F:23])[CH:12]=1)[CH3:10]>O>[F:23][C:13]1[CH:12]=[C:11]([CH:9]([C:8]2[N:5]=[C:3]([NH:2][CH3:1])[S:4][CH:7]=2)[CH3:10])[CH:16]=[CH:15][C:14]=1[C:17]1[CH:22]=[CH:21][CH:20]=[CH:19][CH:18]=1. Procedure: To N-methylthiourea (5.55 g, 61.6 mmol) in water was heated with 1-chloro-3-(2-fluoro-4-biphenylyl)-2-butanone (16.50 g, 59.6 mmol) at 90° C. for 3 hr. Treatment in same manner of Example 1 to give 4-[1-(2-fluoro-4-biphenylyl)ethyl]-2-methylaminothiazole (13.15 g, 71% yield): mp 129°-129.5° C.